From a dataset of the Open Reaction Database (ORD), a public repository of structured organic reaction records. describe an organic reaction: reactants, conditions, products, and yield The product is Nc1ccc(CC2c3ccccc3-c3[nH]c(=O)c4nccn4c32)cc1. Reaction SMILES: [C:1](=[O:2])([CH3:3])[NH:4][c:5]1[cH:6][cH:7][c:8]([CH2:9][CH:10]2[c:11]3[cH:12][cH:13][cH:14][cH:15][c:16]3-[c:17]3[nH:18][c:19](=[O:26])[c:20]4[n:21]([c:22]32)[cH:23][cH:24][n:25]4)[cH:27][cH:28]1.[CH3:32][C:33](=[O:34])[OH:35].[Na+:30].[OH-:29].[OH2:31]>>[NH2:4][c:5]1[cH:6][cH:7][c:8]([CH2:9][CH:10]2[c:11]3[cH:12][cH:13][cH:14][cH:15][c:16]3-[c:17]3[nH:18][c:19](=[O:26])[c:20]4[n:21]([c:22]32)[cH:23][cH:24][n:25]4)[cH:27][cH:28]1. Reactants: CC(=O)Nc1ccc(CC2c3ccccc3-c3[nH]c(=O)c4nccn4c32)cc1, CC(=O)O, [Na+], [OH-], O. Reactants: O=C([O-])[O-], C=CC(=O)OC, CCCC[N+](CCCC)(CCCC)CCCC, CCOC(C)=O, CN(C)C=O, [K+], [K+], CC(c1ccc2cc(OC3CCC(C(F)(F)F)CC3)ccc2c1)[N+](=O)[O-], O=S(=O)([O-])O. Product: COC(=O)CCC(C)(c1ccc2cc(OC3CCC(C(F)(F)F)CC3)ccc2c1)[N+](=O)[O-]. Reaction SMILES: [C:1](=[O:2])([O-:3])[O-:4].[C:38]([CH:39]=[CH2:40])(=[O:41])[O:42][CH3:43].[CH2:49]([N+:50]([CH2:51][CH2:52][CH2:53][CH3:54])([CH2:55][CH2:56][CH2:57][CH3:58])[CH2:59][CH2:60][CH2:61][CH3:62])[CH2:63][CH2:64][CH3:65].[CH3:66][CH2:67][O:68][C:69](=[O:70])[CH3:71].[CH3:7][N:8]([CH3:9])[CH:10]=[O:11].[K+:5].[K+:6].[N+:12](=[O:13])([O-:14])[CH:15]([CH3:16])[c:17]1[cH:18][c:19]2[cH:20][cH:21][c:22]([O:27][CH:28]3[CH2:29][CH2:30][CH:31]([C:34]([F:35])([F:36])[F:37])[CH2:32][CH2:33]3)[cH:23][c:24]2[cH:25][cH:26]1.[S:44]([O-:45])([OH:46])(=[O:47])=[O:48]>>[N+:12](=[O:13])([O-:14])[C:15]([CH3:16])([c:17]1[cH:18][c:19]2[cH:20][cH:21][c:22]([O:27][CH:28]3[CH2:29][CH2:30][CH:31]([C:34]([F:35])([F:36])[F:37])[CH2:32][CH2:33]3)[cH:23][c:24]2[cH:25][cH:26]1)[CH2:40][CH2:39][C:38](=[O:41])[O:42][CH3:43]. Product: O=c1cc(C2CCNC(c3cccc(C(F)(F)F)c3)C2)o[nH]1. The reactants are Br, COC(=O)N1CCC(c2cc(=O)[nH]o2)CC1c1cccc(C(F)(F)F)c1. RXN SMILES: [BrH:27].[O:1]=[c:2]1[nH:3][o:4][c:5]([CH:7]2[CH2:8][CH:9]([c:17]3[cH:18][c:19]([C:23]([F:24])([F:25])[F:26])[cH:20][cH:21][cH:22]3)[N:10]([C:13]([O:14][CH3:15])=[O:16])[CH2:11][CH2:12]2)[cH:6]1>>[O:1]=[c:2]1[nH:3][o:4][c:5]([CH:7]2[CH2:8][CH:9]([c:17]3[cH:18][c:19]([C:23]([F:24])([F:25])[F:26])[cH:20][cH:21][cH:22]3)[NH:10][CH2:11][CH2:12]2)[cH:6]1. Reaction SMILES: [CH3:34][OH:35].[Cl:1][c:2]1[n:3][c:4]([NH:20][CH:21]([CH2:22][O:23][c:24]2[cH:25][cH:26][cH:27][cH:28][cH:29]2)[CH3:30])[c:5]2[n:6][cH:7][n:8]([CH:9]3[CH:10]([OH:11])[CH:12]([OH:13])[CH:14]([CH2:15][OH:16])[O:17]3)[c:18]2[n:19]1.[ClH:33].[Na+:32].[OH-:31]>>[c:2]1([O:31][CH3:34])[n:3][c:4]([NH:20][CH:21]([CH2:22][O:23][c:24]2[cH:25][cH:26][cH:27][cH:28][cH:29]2)[CH3:30])[c:5]2[n:6][cH:7][n:8]([CH:9]3[CH:10]([OH:11])[CH:12]([OH:13])[CH:14]([CH2:15][OH:16])[O:17]3)[c:18]2[n:19]1. Reactants: CO, CC(COc1ccccc1)Nc1nc(Cl)nc2c1ncn2C1OC(CO)C(O)C1O, Cl, [Na+], [OH-]. Yields the product COc1nc(NC(C)COc2ccccc2)c2ncn(C3OC(CO)C(O)C3O)c2n1.